Task: describe an organic reaction: reactants, conditions, products, and yield. Dataset: the Open Reaction Database (ORD), a public repository of structured organic reaction records The reactants are FC=1C=C(C=CC1C)NC1=NC=CC=C1[N+](=O)[O-] (N-(3-fluoro-4-methylphenyl)-3-nitropyridin-2-amine), [Cl-].[NH4+] (ammonium chloride). Reagents/catalysts: [Zn] (Zinc). Solvent: O1CCCC1 (tetrahydrofuran), O (water). Reaction conditions: time 10 minute. Yields the product FC=1C=C(C=CC1C)NC1=NC=CC=C1N (N2-(3-fluoro-4-methylphenyl)pyridine-2,3-diamine). Isolated yield 110.9%. As a reaction SMILES: [F:1][C:2]1[CH:3]=[C:4]([NH:9][C:10]2[C:15]([N+:16]([O-])=O)=[CH:14][CH:13]=[CH:12][N:11]=2)[CH:5]=[CH:6][C:7]=1[CH3:8].[Cl-].[NH4+]>O1CCCC1.O.[Zn]>[F:1][C:2]1[CH:3]=[C:4]([NH:9][C:10]2[C:15]([NH2:16])=[CH:14][CH:13]=[CH:12][N:11]=2)[CH:5]=[CH:6][C:7]=1[CH3:8] |f:1.2|. Procedure details: Zinc dust (14.3 g, 219 mmol) was added to a stirring mixture of N-(3-fluoro-4-methylphenyl)-3-nitropyridin-2-amine (C1) (6.78 g, 27.4 mmol) and ammonium chloride (11.7 g, 219 mmol) in tetrahydrofuran (55 mL) and water (55 mL), which caused the temperature of the mixture to rise to 45° C. The reaction mixture was stirred for 10 minutes, and then filtered through a pad of Celite, rinsing with ethyl acetate. The organic layer from the filtrate was further diluted with ethyl acetate, washed with aqu... Reported procedure: The mixture of 2.1 g of 1-ethyl-β-oxo-2-pyrrolpropionitrile, 25 ml of toluene and 1.6 g of triethylamine is treated with 1.6 g of phenylisocyanate while stirring. It is allowed to stand overnight at room temperature, evaporated and the residue dissolved in methanol. The solution is poured into 300 ml of water containing 5 ml of 5 N hydrochloric acid and the precipitate is collected. It is dissolved in 5% aqueous sodium hydroxide, the solution filtered, the filtrate re-acidified, the solids colle... Run at time 8 hour. Reaction SMILES: [CH2:1]([N:3]1[CH:7]=[CH:6][CH:5]=[C:4]1[C:8](=[O:12])[CH2:9][C:10]#[N:11])[CH3:2].C1(C)C=CC=CC=1.[C:20]1([N:26]=[C:27]=[O:28])[CH:25]=[CH:24][CH:23]=[CH:22][CH:21]=1>C(N(CC)CC)C>[CH2:1]([N:3]1[CH:7]=[CH:6][CH:5]=[C:4]1[C:8](=[O:12])[CH:9]([C:27](=[O:28])[NH:26][C:20]1[CH:25]=[CH:24][CH:23]=[CH:22][CH:21]=1)[C:10]#[N:11])[CH3:2]. Reactants: C(C)N1C(=CC=C1)C(CC#N)=O (1-ethyl-β-oxo-2-pyrrolpropionitrile), C1(=CC=CC=C1)C (toluene), C1(=CC=CC=C1)N=C=O (phenylisocyanate). The product is C(C)N1C(=CC=C1)C(C(C#N)C(NC1=CC=CC=C1)=O)=O (1-ethyl-β-oxo-α-phenylcarbamoyl-2-pyrrolpropionitrile). The solvent is C(C)N(CC)CC (triethylamine).